describe an organic reaction: reactants, conditions, products, and yield From a dataset of the Open Reaction Database (ORD), a public repository of structured organic reaction records. The reactants are C[S@](=O)(=N)CCCCC(=O)OC ((R)-methyl 5-(S-methylsulfonimidoyl)pentanoate), NC1=NC=C(C(=O)O)C=C1C#CC1=CC(=CC=C1)NC(=O)C=1OC=CC1C (6-amino-5-({3-[(3-methyl-2-furoyl)amino]phenyl}ethynyl)nicotinic acid). RXN SMILES: [CH3:1][S@@:2]([CH2:5][CH2:6][CH2:7][CH2:8][C:9]([O:11][CH3:12])=[O:10])(=[NH:4])=[O:3].[NH2:13][C:14]1[C:22]([C:23]#[C:24][C:25]2[CH:30]=[CH:29][CH:28]=[C:27]([NH:31][C:32]([C:34]3[O:35][CH:36]=[CH:37][C:38]=3[CH3:39])=[O:33])[CH:26]=2)=[CH:21][C:17]([C:18](O)=[O:19])=[CH:16][N:15]=1>>[NH2:13][C:14]1[N:15]=[CH:16][C:17]([C:18]([N:4]=[S@:2]([CH2:5][CH2:6][CH2:7][CH2:8][C:9]([O:11][CH3:12])=[O:10])([CH3:1])=[O:3])=[O:19])=[CH:21][C:22]=1[C:23]#[C:24][C:25]1[CH:30]=[CH:29][CH:28]=[C:27]([NH:31][C:32]([C:34]2[O:35][CH:36]=[CH:37][C:38]=2[CH3:39])=[O:33])[CH:26]=1. Yields the product NC1=C(C=C(C=N1)C(=O)N=[S@@](=O)(C)CCCCC(=O)OC)C#CC1=CC(=CC=C1)NC(=O)C=1OC=CC1C ((R)-Methyl 5-(N-{[6-amino-5-({3-[(3-methyl-2-furoyl)amino]phenyl}ethynyl)pyridin-3-yl]carbonyl}-S-methylsulfonimidoyl)pentanoate). Procedure: In a manner similar to that described in Example 32, (R)-methyl 5-(S-methylsulfonimidoyl)pentanoate and 6-amino-5-({3-[(3-methyl-2-furoyl)amino]phenyl}ethynyl)nicotinic acid, were reacted to give the title compound. The reactants are C=O (formalin), [BH4-].[Na+] (sodium borohydride), C=O (formalin), ClC1=CC=C(C=C1)C1(CCC(CC1)=O)NC (4-(p-chlorophenyl)-4-methylaminocyclohexanone), ethylene ketal, [BH4-].[Na+] (sodium borohydride). Solvent: CO (methanol), CO (methanol). Reaction conditions: time 2 hour. Yields the product ClC1=CC=C(C=C1)C1(CCC(CC1)=O)N(C)C (4-(p-chlorophenyl)-4-dimethylaminocyclohexanone), ethylene ketal. Isolated yield 59.0%. As a reaction SMILES: [Cl:1][C:2]1[CH:7]=[CH:6][C:5]([C:8]2([NH:15][CH3:16])[CH2:13][CH2:12][C:11](=[O:14])[CH2:10][CH2:9]2)=[CH:4][CH:3]=1.[BH4-].[Na+].[CH2:19]=O>CO>[Cl:1][C:2]1[CH:3]=[CH:4][C:5]([C:8]2([N:15]([CH3:19])[CH3:16])[CH2:9][CH2:10][C:11](=[O:14])[CH2:12][CH2:13]2)=[CH:6][CH:7]=1 |f:1.2|. Reported procedure: A reaction solution consisting of 5.68 gm. (0.0201 mole) 4-(p-chlorophenyl)-4-methylaminocyclohexanone, ethylene ketal (prepared in Part G, above), 22 ml. 37 percent formalin (aqueous formaldehyde), and 75 ml. methanol is heated at the reflux temperature for 4 hours, after which heating the solution is allowed to cool and then chilled in an ice-bath. Small portions of sodium borohydride are cautiously added with stirring to a total of 2.89 gm. (0.076 mole). Stirring is continued for 2 hours at 2... Reported procedure: Ethyl 6-(bromomethyl)-4-(2,4-dichlorophenyl)-2-(thiazol-2-yl)-1,4-dihydropyrimidine-5-carboxylate (2.85 g, 6 mmol) was reacted with morpholine-3-carboxamide (0.78 g, 6 mmol) according to the procedure as described in Example 25, Step B to give the title compound as a yellow solid (1.54 g, 49%). The compound was characterized by the following spectroscopic data: Reactants: BrCC1=C(C(N=C(N1)C=1SC=CN1)C1=C(C=C(C=C1)Cl)Cl)C(=O)OCC (Ethyl 6-(bromomethyl)-4-(2,4-dichlorophenyl)-2-(thiazol-2-yl)-1,4-dihydropyrimidine-5-carboxylate), N1C(COCC1)C(=O)N (morpholine-3-carboxamide). Reaction SMILES: Br[CH2:2][C:3]1[NH:8][C:7]([C:9]2[S:10][CH:11]=[CH:12][N:13]=2)=[N:6][CH:5]([C:14]2[CH:19]=[CH:18][C:17]([Cl:20])=[CH:16][C:15]=2[Cl:21])[C:4]=1[C:22]([O:24][CH2:25][CH3:26])=[O:23].[NH:27]1[CH2:32][CH2:31][O:30][CH2:29][CH:28]1[C:33]([NH2:35])=[O:34]>>[C:33]([CH:28]1[N:27]([CH2:2][C:3]2[NH:8][C:7]([C:9]3[S:10][CH:11]=[CH:12][N:13]=3)=[N:6][CH:5]([C:14]3[CH:19]=[CH:18][C:17]([Cl:20])=[CH:16][C:15]=3[Cl:21])[C:4]=2[C:22]([O:24][CH2:25][CH3:26])=[O:23])[CH2:32][CH2:31][O:30][CH2:29]1)(=[O:34])[NH2:35]. Isolated yield 48.9%. Product: C(N)(=O)C1COCCN1CC1=C(C(N=C(N1)C=1SC=CN1)C1=C(C=C(C=C1)Cl)Cl)C(=O)OCC (Ethyl 6-((3-carbamoylmorpholino)methyl)-4-(2,4-dichlorophenyl)-2-(thiazol-2-yl)-1,4-dihydropyrimidine-5-carboxylate). Starting materials: CCOC(=O)Cc1c(CCN)[nH]c2ccc(OC)cc12, ClCCl, O=C(Cl)c1ccc(Cl)cc1, [Na+], [OH-]. Yields the product CCOC(=O)Cc1c(CCNC(=O)c2ccc(Cl)cc2)[nH]c2ccc(OC)cc12. RXN SMILES: [CH2:1]([CH3:2])[O:3][C:4]([CH2:5][c:6]1[c:7]([CH2:17][CH2:18][NH2:19])[nH:8][c:9]2[cH:10][cH:11][c:12]([O:15][CH3:16])[cH:13][c:14]12)=[O:20].[CH2:33]([Cl:34])[Cl:35].[Cl:23][c:24]1[cH:25][cH:26][c:27]([C:28](=[O:29])[Cl:30])[cH:31][cH:32]1.[Na+:22].[OH-:21]>>[CH2:1]([CH3:2])[O:3][C:4]([CH2:5][c:6]1[c:7]([CH2:17][CH2:18][NH:19][C:28]([c:27]2[cH:26][cH:25][c:24]([Cl:23])[cH:32][cH:31]2)=[O:29])[nH:8][c:9]2[cH:10][cH:11][c:12]([O:15][CH3:16])[cH:13][c:14]12)=[O:20]. Starting materials: OC1=C(C2=C(C(CCO2)=O)C=C1)CCC (2,3-dihydro-7-hydroxy-8-propyl-4H-1-benzopyran-4-one), COC(CCC1=C(C=CC(=C1)OCCCCC(=O)OC)OCCCCCOS(=O)(=O)C)=O (2-[[5-[(methylsulfonyl)oxy]pentyl]oxy]-5-(5-methoxy-5-oxopentyloxy)benzenepropanoic acid methyl ester). The product is COC(CCC1=C(C=CC(=C1)OCCCCC(=O)OC)OCCCCCOC1=C(C2=C(C(CCO2)=O)C=C1)CCC)=O (5-(5-methoxy-5-oxopentyloxy)-2-[5-[(3,4-dihydro-4-oxo-8-propyl-2H-1-benzopyran-7-yl)oxy]pentyloxy]benzenepropanoic acid methyl ester). The yield is 61.0%. Reaction SMILES: [OH:1][C:2]1[CH:12]=[CH:11][C:5]2[C:6](=[O:10])[CH2:7][CH2:8][O:9][C:4]=2[C:3]=1[CH2:13][CH2:14][CH3:15].[CH3:16][O:17][C:18](=[O:47])[CH2:19][CH2:20][C:21]1[CH:26]=[C:25]([O:27][CH2:28][CH2:29][CH2:30][CH2:31][C:32]([O:34][CH3:35])=[O:33])[CH:24]=[CH:23][C:22]=1[O:36][CH2:37][CH2:38][CH2:39][CH2:40][CH2:41]OS(C)(=O)=O>>[CH3:16][O:17][C:18](=[O:47])[CH2:19][CH2:20][C:21]1[CH:26]=[C:25]([O:27][CH2:28][CH2:29][CH2:30][CH2:31][C:32]([O:34][CH3:35])=[O:33])[CH:24]=[CH:23][C:22]=1[O:36][CH2:37][CH2:38][CH2:39][CH2:40][CH2:41][O:1][C:2]1[CH:12]=[CH:11][C:5]2[C:6](=[O:10])[CH2:7][CH2:8][O:9][C:4]=2[C:3]=1[CH2:13][CH2:14][CH3:15]. Reported procedure: Using the procedure of example 11 and starting with 0.28 g (1.4 mmol) of 2,3-dihydro-7-hydroxy-8-propyl-4H-1-benzopyran-4-one and 0.66 g (1.4 mmol) of 2-[[5-[(methylsulfonyl)oxy]pentyl]oxy]-5-(5-methoxy-5-oxopentyloxy)benzenepropanoic acid methyl ester (from example 57), 5-(5-methoxy-5-oxopentyloxy)-2-[5-[(3,4-dihydro-4-oxo-8-propyl-2H-1-benzopyran-7-yl)oxy]pentyloxy]benzenepropanoic acid methyl ester was obtained in 61% yield (0.5 g) as colorless solid. This diester (0.85 mmol) was saponified w... The reactants are C(C1=CC=CC=C1)OC=1C=C2C(=C(C=NC2=CC1)[N+](=O)[O-])NCC(C)(C)NC(OC(C)(C)C)=O (tert-Butyl [2-(6-benzyloxy-3-nitroquinolin-4-ylamino)-1,1-dimethylethyl]carbamate), [H][H] (hydrogen). The reagents and catalysts are [Pt] (platinum on carbon). Solvent: C(C)#N (acetonitrile). Product: NC=1C=NC2=CC=C(C=C2C1NCC(C)(C)NC(OC(C)(C)C)=O)OCC1=CC=CC=C1 (tert-butyl [2-(3-amino-6-benzyloxyquinolin-4-ylamino)-1,1-dimethylethyl]carbamate). Isolated yield 103.7%. As a reaction SMILES: [CH2:1]([O:8][C:9]1[CH:10]=[C:11]2[C:16](=[CH:17][CH:18]=1)[N:15]=[CH:14][C:13]([N+:19]([O-])=O)=[C:12]2[NH:22][CH2:23][C:24]([NH:27][C:28](=[O:34])[O:29][C:30]([CH3:33])([CH3:32])[CH3:31])([CH3:26])[CH3:25])[C:2]1[CH:7]=[CH:6][CH:5]=[CH:4][CH:3]=1.[H][H]>[Pt].C(#N)C>[NH2:19][C:13]1[CH:14]=[N:15][C:16]2[C:11]([C:12]=1[NH:22][CH2:23][C:24]([NH:27][C:28](=[O:34])[O:29][C:30]([CH3:31])([CH3:32])[CH3:33])([CH3:25])[CH3:26])=[CH:10][C:9]([O:8][CH2:1][C:2]1[CH:3]=[CH:4][CH:5]=[CH:6][CH:7]=1)=[CH:18][CH:17]=2. Reported procedure: tert-Butyl [2-(6-benzyloxy-3-nitroquinolin-4-ylamino)-1,1-dimethylethyl]carbamate (13.75 g), 5% platinum on carbon (1.03 g), and acetonitrile (250 mL) were combined. The mixture was shaken overnight under 50 psi (3.4×105 Pa) of hydrogen. The reaction was filtered through CELITE filter agent, and the filter pad was rinsed with acetonitrile. The filtrate was concentrated under reduced pressure. Residual water was removed by an azeotrope with toluene. Removal of all volatiles under reduced pressure... Reactants: COc1cc(Br)ccc1C=O, O=C([O-])[O-], CC(C)(C)C(=O)CC(=O)C(C)(C)C, CN1CCCC1=O, CCOC(C)=O, [Cl-], [Cs+], [Cs+], O, Oc1cccnc1. Yields the product COc1cc(Oc2cccnc2)ccc1C=O. Reaction SMILES: [Br:1][c:2]1[cH:3][c:4]([O:10][CH3:11])[c:5]([CH:6]=[O:7])[cH:8][cH:9]1.[C:12](=[O:13])([O-:14])[O-:15].[CH3:26][C:27]([CH3:28])([C:29](=[O:30])[CH2:31][C:32](=[O:33])[C:34]([CH3:35])([CH3:36])[CH3:37])[CH3:38].[CH3:39][N:40]1[CH2:41][CH2:42][CH2:43][C:44]1=[O:45].[CH3:46][CH2:47][O:48][C:49]([CH3:50])=[O:51].[Cl-:25].[Cs+:16].[Cs+:17].[OH2:52].[OH:18][c:19]1[cH:20][n:21][cH:22][cH:23][cH:24]1>>[c:2]1([O:18][c:19]2[cH:20][n:21][cH:22][cH:23][cH:24]2)[cH:3][c:4]([O:10][CH3:11])[c:5]([CH:6]=[O:7])[cH:8][cH:9]1. Reactants: C(C)(C)OC(C)C (isopropyl ether), CC(C)([O-])C.[K+] (Potassium tert-butoxide), COC=1C=C(C=O)C=C(C1)OC (3,5-dimethoxybenzaldehyde), C(CCC(=O)OC)(=O)OC (dimethyl succinate). Run in O (water), C(C)(C)(C)O (tert-butyl alcohol), O1CCCC1 (tetrahydrofuran). Run at time 30 minute. Yields the product COC(CC(=CC1=CC(=CC(=C1)OC)OC)C(=O)O)=O (4-(3,5-dimethoxyphenyl)-3-carboxy-3-butenoic acid methyl ester). The yield is 124.5%. Reaction SMILES: CC(C)([O-])C.[K+].[CH3:7][O:8][C:9]1[CH:10]=[C:11]([CH:14]=[C:15]([O:17][CH3:18])[CH:16]=1)[CH:12]=O.[C:19]([O:27]C)(=[O:26])[CH2:20][CH2:21][C:22]([O:24][CH3:25])=[O:23].C(OC(C)C)(C)C>C(O)(C)(C)C.O1CCCC1.O>[CH3:25][O:24][C:22](=[O:23])[CH2:21][C:20]([C:19]([OH:27])=[O:26])=[CH:12][C:11]1[CH:10]=[C:9]([O:8][CH3:7])[CH:16]=[C:15]([O:17][CH3:18])[CH:14]=1 |f:0.1|. Procedure: Potassium tert-butoxide (14.2 g) is dissolved in tert-butyl alcohol (120 ml), and thereto is added dropwise a solution of 3,5-dimethoxybenzaldehyde (20 g) and dimethyl succinate (21.1 g) in tetrahydrofuran. The mixture is stirred at room temperature for 30 minutes, and water and isopropyl ether are added to the mixture. The aqueous layer is separated, and the remaining organic layer is further extracted with water. The aqueous layers are combined, and the pH value thereof is adjusted to pH 2-3 w... Starting materials: CCCCCC, ClCCCl, CSCC(=O)c1ccc(F)cc1F, Cc1cc(C)[n+](F)c(C)c1, O=S(=O)([O-])C(F)(F)F. Product: CSC(F)C(=O)c1ccc(F)cc1F. As a reaction SMILES: [CH3:32][CH2:33][CH2:34][CH2:35][CH2:36][CH3:37].[Cl:38][CH2:39][CH2:40][Cl:41].[F:1][c:2]1[c:3]([C:9]([CH2:10][S:11][CH3:12])=[O:13])[cH:4][cH:5][c:6]([F:8])[cH:7]1.[F:22][n+:23]1[c:24]([CH3:25])[cH:26][c:27]([CH3:28])[cH:29][c:30]1[CH3:31].[S:14]([O-:15])([C:16]([F:17])([F:18])[F:19])(=[O:20])=[O:21]>>[F:1][c:2]1[c:3]([C:9]([CH:10]([S:11][CH3:12])[F:18])=[O:13])[cH:4][cH:5][c:6]([F:8])[cH:7]1.